From a dataset of the Open Reaction Database (ORD), a public repository of structured organic reaction records. describe an organic reaction: reactants, conditions, products, and yield The reactants are ClC1=CC=C2C(=CC=NC2=C1)NC(CCCN(CCO)CC)C (7-chloro-4-[4-[ethyl(2-hydroxyethyl)amino]1-methylbutylamino]-quinoline), C(CCCCCCC\C=C\CCCCCCCC)(=O)Cl (elaidic acid chloride), CO (methanol). Run in ClCCl (dichloromethane). Reaction conditions: time 48 hour. Product: ClC1=CC=C2C(=CC=NC2=C1)NC(CCCN(CCOC(CCCCCCC\C=C\CCCCCCCC)=O)CC)C (7-chloro-4-[4-[ethyl(2-elaidoyloxyethyl)amino]1-methylbutylamino]-quinoline). The yield is 20.9%. Reaction SMILES: [Cl:1][C:2]1[CH:11]=[C:10]2[C:5]([C:6]([NH:12][CH:13]([CH3:23])[CH2:14][CH2:15][CH2:16][N:17]([CH2:21][CH3:22])[CH2:18][CH2:19][OH:20])=[CH:7][CH:8]=[N:9]2)=[CH:4][CH:3]=1.[C:24](Cl)(=[O:42])[CH2:25][CH2:26][CH2:27][CH2:28][CH2:29][CH2:30][CH2:31]/[CH:32]=[CH:33]/[CH2:34][CH2:35][CH2:36][CH2:37][CH2:38][CH2:39][CH2:40][CH3:41].CO>ClCCl>[Cl:1][C:2]1[CH:11]=[C:10]2[C:5]([C:6]([NH:12][CH:13]([CH3:23])[CH2:14][CH2:15][CH2:16][N:17]([CH2:21][CH3:22])[CH2:18][CH2:19][O:20][C:24](=[O:42])[CH2:25][CH2:26][CH2:27][CH2:28][CH2:29][CH2:30][CH2:31]/[CH:32]=[CH:33]/[CH2:34][CH2:35][CH2:36][CH2:37][CH2:38][CH2:39][CH2:40][CH3:41])=[CH:7][CH:8]=[N:9]2)=[CH:4][CH:3]=1. Procedure: To a solution of 7-chloro-4-[4-[ethyl(2-hydroxyethyl)amino]1-methylbutylamino]-quinoline (hydroxychloroquine) (3.17 g, 9.4 mmol) in 30 ml dichloromethane was added elaidic acid chloride (2.82 g, 9.4 mmol) and the reaction mixturewas stirred at ambient temperature for 48 hours. A small amount of methanol was added, and the solvents were evaporated at high vacuum. The residue was repeatedly purified on a column of silica gel (first run: chloroform/methanol 9:1, second run: chloroform/methanol 95:5... Starting materials: C(=O)(OC(C)(C)C)N1CCC(CC1)C1=NC2=NC=C(C=C2C=C1)Br (N-Boc-4-(6-Bromo-[1,8]naphthyridin-2-yl)piperidine), C(=O)(C(F)(F)F)O (TFA). Solvent: C(Cl)Cl (CH2Cl2). Product: BrC=1C=C2C=CC(=NC2=NC1)C1CCNCC1 (4-(6-Bromo-[1,8]naphthyridin-2-yl)piperidine). As a reaction SMILES: C([N:8]1[CH2:13][CH2:12][CH:11]([C:14]2[CH:23]=[CH:22][C:21]3[C:16](=[N:17][CH:18]=[C:19]([Br:24])[CH:20]=3)[N:15]=2)[CH2:10][CH2:9]1)(OC(C)(C)C)=O.C(O)(C(F)(F)F)=O>C(Cl)Cl>[Br:24][C:19]1[CH:20]=[C:21]2[C:16](=[N:17][CH:18]=1)[N:15]=[C:14]([CH:11]1[CH2:12][CH2:13][NH:8][CH2:9][CH2:10]1)[CH:23]=[CH:22]2. Procedure: A solution of bromide 3-4 (3.5 g, 8.92 mmol), CH2Cl2 (20 ml) and TFA (10 ml) was stirred for 1.0 h. The reaction was concentrated and then azeotroped with toluene. The residue was dissolved in 1N NaOH and then extracted with CHCl3. The CHCl3 portion was washed with brine, dried (MgSO4) and concentrated providing amine 3-5 as a brown solid. Reactants: O=Cc1c(F)cncc1Br, O=C([O-])[O-], CC1(C)OB(c2ccc(C#N)c(Cl)c2)OC1(C)C, [Na+], [Na+], CN(C)C=O, Cl[Pd]Cl, c1ccc(P(c2ccccc2)c2ccccc2)cc1, c1ccc(P(c2ccccc2)c2ccccc2)cc1. Yields the product N#Cc1ccc(-c2cncc(F)c2C=O)cc1Cl. RXN SMILES: [Br:19][c:20]1[c:21]([CH:22]=[O:23])[c:24]([F:28])[cH:25][n:26][cH:27]1.[C:29](=[O:30])([O-:31])[O-:32].[Cl:1][c:2]1[c:3]([C:4]#[N:5])[cH:6][cH:7][c:8]([B:10]2[O:11][C:12]([CH3:13])([CH3:14])[C:15]([CH3:16])([CH3:17])[O:18]2)[cH:9]1.[Na+:33].[Na+:34].[O:35]=[CH:36][N:37]([CH3:38])[CH3:39].[Pd:40]([Cl:41])[Cl:42].[c:43]1([P:44]([c:45]2[cH:46][cH:47][cH:48][cH:49][cH:50]2)[c:51]2[cH:52][cH:53][cH:54][cH:55][cH:56]2)[cH:57][cH:58][cH:59][cH:60][cH:61]1.[c:62]1([P:63]([c:64]2[cH:65][cH:66][cH:67][cH:68][cH:69]2)[c:70]2[cH:71][cH:72][cH:73][cH:74][cH:75]2)[cH:76][cH:77][cH:78][cH:79][cH:80]1>>[Cl:1][c:2]1[c:3]([C:4]#[N:5])[cH:6][cH:7][c:8](-[c:20]2[c:21]([CH:22]=[O:23])[c:24]([F:28])[cH:25][n:26][cH:27]2)[cH:9]1. The reactants are O=C([O-])O, CCO, CCOC(C)=O, CCN(CC)c1ccc(C(=O)NC(C)(CC)C(=O)C(Cl)Cl)cc1, [Na+], [Pd]. The product is CCN(CC)c1ccc(C(=O)NC(C)(CC)C(=O)CCl)cc1. RXN SMILES: [C:27](=[O:28])([OH:29])[O-:30].[CH3:24][CH2:25][OH:26].[CH3:32][CH2:33][O:34][C:35](=[O:36])[CH3:37].[Cl:1][CH:2]([C:3]([C:4]([CH3:5])([CH2:6][CH3:7])[NH:8][C:9]([c:10]1[cH:11][cH:12][c:13]([N:16]([CH2:17][CH3:18])[CH2:19][CH3:20])[cH:14][cH:15]1)=[O:21])=[O:22])[Cl:23].[Na+:31].[Pd:38]>>[Cl:1][CH2:2][C:3]([C:4]([CH3:5])([CH2:6][CH3:7])[NH:8][C:9]([c:10]1[cH:11][cH:12][c:13]([N:16]([CH2:17][CH3:18])[CH2:19][CH3:20])[cH:14][cH:15]1)=[O:21])=[O:22]. The reactants are 1-Chloro-N,N-2-trimethylpropenylamine, ClC1=C(C=CC=2C(N(CCOC21)C)=O)OC=2C=C(C(=O)O)C=C(C2)O[C@@H]2COCC2 (3-[(9-chloro-4-methyl-5-oxo-2,3,4,5-tetrahydro-1,4-benzoxazepin-8-yl)oxy]-5-[(3S)-tetrahydrofuran-3-yloxy]benzoic acid), N1=CC=CC=C1 (Pyridine), NC1=NN(C=C1)C(=O)OC(C)(C)C (1,1-dimethylethyl 3-amino-1H-pyrazole-1-carboxylate). Solvent: C(Cl)Cl (DCM). Reaction conditions: time 35 minute. The product is ClC1=C(C=CC=2C(N(CCOC21)C)=O)OC=2C=C(C=C(C2)O[C@@H]2COCC2)C(=O)NC2=NN(C=C2)C(=O)OC(C)(C)C (1,1-Dimethylethyl 3-[({3-[(9-chloro-4-methyl-5-oxo-2,3,4,5-tetrahydro-1,4-benzoxazepin-8-yl)oxy]-5-[(3S)-tetrahydrofuran-3-yloxy]phenyl}carbonyl)amino]-1H-pyrazole-1-carboxylate). Yield: 52.5%. RXN SMILES: [Cl:1][C:2]1[C:12]2[O:11][CH2:10][CH2:9][N:8]([CH3:13])[C:7](=[O:14])[C:6]=2[CH:5]=[CH:4][C:3]=1[O:15][C:16]1[CH:17]=[C:18]([CH:22]=[C:23]([O:25][C@H:26]2[CH2:30][CH2:29][O:28][CH2:27]2)[CH:24]=1)[C:19](O)=[O:20].N1C=CC=CC=1.[NH2:37][C:38]1[CH:42]=[CH:41][N:40]([C:43]([O:45][C:46]([CH3:49])([CH3:48])[CH3:47])=[O:44])[N:39]=1>C(Cl)Cl>[Cl:1][C:2]1[C:12]2[O:11][CH2:10][CH2:9][N:8]([CH3:13])[C:7](=[O:14])[C:6]=2[CH:5]=[CH:4][C:3]=1[O:15][C:16]1[CH:17]=[C:18]([C:19]([NH:37][C:38]2[CH:42]=[CH:41][N:40]([C:43]([O:45][C:46]([CH3:49])([CH3:48])[CH3:47])=[O:44])[N:39]=2)=[O:20])[CH:22]=[C:23]([O:25][C@H:26]2[CH2:30][CH2:29][O:28][CH2:27]2)[CH:24]=1. Procedure: 1-Chloro-N,N-2-trimethylpropenylamine (0.09 mL, 0.37 mmol) was added to a solution of 3-[(9-chloro-4-methyl-5-oxo-2,3,4,5-tetrahydro-1,4-benzoxazepin-8-yl)oxy]-5-[(3S)-tetrahydrofuran-3-yloxy]benzoic acid (145 mg, 0.34 mmol) in DCM (5 mL) and the reaction stirred at RT for 30-40 minutes. Pyridine (0.055 mL, 0.67 mmol) and 1,1-dimethylethyl 3-amino-1H-pyrazole-1-carboxylate (123 mg, 0.67 mmol) were added and the reaction stirred for 2 hours at RT. The reaction mixture was evaporated in vacuo and ... Reactants: O=C1CCC(=O)N1Br, CC(=O)O, O, c1ccc(-n2c3ccccc3c3ccccc32)cc1. The product is Brc1ccc2c(c1)c1ccccc1n2-c1ccccc1. As a reaction SMILES: [Br:24][N:25]1[C:26](=[O:27])[CH2:28][CH2:29][C:30]1=[O:31].[CH3:20][C:21](=[O:22])[OH:23].[OH2:32].[c:1]1(-[n:7]2[c:8]3[cH:9][cH:10][cH:11][cH:12][c:13]3[c:14]3[cH:15][cH:16][cH:17][cH:18][c:19]23)[cH:2][cH:3][cH:4][cH:5][cH:6]1>>[c:1]1(-[n:7]2[c:8]3[cH:9][cH:10][cH:11][cH:12][c:13]3[c:14]3[cH:15][c:16]([Br:24])[cH:17][cH:18][c:19]23)[cH:2][cH:3][cH:4][cH:5][cH:6]1. Reactants: COCC(=O)Cl, Cl, COc1cc(-c2ncnc3c(C(=O)NC4CCCNC4)c[nH]c23)c(OCC2CC2)cc1F. Yields the product COCC(=O)N1CCCC(NC(=O)c2c[nH]c3c(-c4cc(OC)c(F)cc4OCC4CC4)ncnc23)C1. RXN SMILES: [CH3:34][O:35][CH2:36][C:37](=[O:38])[Cl:39].[ClH:1].[NH:2]1[CH2:3][CH:4]([NH:8][C:9](=[O:10])[c:11]2[cH:12][nH:13][c:14]3[c:15]2[n:16][cH:17][n:18][c:19]3-[c:20]2[c:21]([O:29][CH2:30][CH:31]3[CH2:32][CH2:33]3)[cH:22][c:23]([F:28])[c:24]([O:26][CH3:27])[cH:25]2)[CH2:5][CH2:6][CH2:7]1>>[N:2]1([C:37]([CH2:36][O:35][CH3:34])=[O:38])[CH2:3][CH:4]([NH:8][C:9](=[O:10])[c:11]2[cH:12][nH:13][c:14]3[c:15]2[n:16][cH:17][n:18][c:19]3-[c:20]2[c:21]([O:29][CH2:30][CH:31]3[CH2:32][CH2:33]3)[cH:22][c:23]([F:28])[c:24]([O:26][CH3:27])[cH:25]2)[CH2:5][CH2:6][CH2:7]1. The reactants are [Si](C)(C)(C(C)(C)C)O[C@@H]1C=C2C=C[C@@H]([C@@H]([C@H]2[C@H](C1)O)CC[C@@H]1C[C@H](CC(O1)=O)O[Si](C)(C)C(C)(C)C)C ((4R,6R)-6-{2-[(1S,2S,6S,8S,8aR)-1,2,6,7,8,8a-Hexahydro-6-t-butyldimethylsilyloxy-8-hydroxy-2-methyl-1-naphthyl]ethyl}tetrahydro-4-t-butyldimethylsilyloxy-2H-pyran-2-one), C(C)C(C(=O)Cl)(CCC)C (2-ethyl-2-methylvaleryl chloride). Yields the product [Si](C)(C)(C(C)(C)C)O[C@@H]1C=C2C=C[C@@H]([C@@H]([C@H]2[C@H](C1)OC(C(CCC)(C)CC)=O)CC[C@@H]1C[C@H](CC(O1)=O)O[Si](C)(C)C(C)(C)C)C ((4R,6R)-6-{2-[(1S,2S,6S,8S,8aR)-1,2,6,7,8,8a-Hexahydro-6-t-butyldimethylsilyloxy-8-(2-ethyl-2-methylvaleryloxy)-2-methyl-1-naphthyl]ethyl}tetrahydro-4-t-butyldimethylsilyloxy-2H-pyran-2-one). Isolated yield 78.4%. Reaction SMILES: [Si:1]([O:8][C@H:9]1[CH2:18][C@H:17]([OH:19])[C@H:16]2[C:11]([CH:12]=[CH:13][C@H:14]([CH3:37])[C@@H:15]2[CH2:20][CH2:21][C@H:22]2[O:27][C:26](=[O:28])[CH2:25][C@H:24]([O:29][Si:30]([C:33]([CH3:36])([CH3:35])[CH3:34])([CH3:32])[CH3:31])[CH2:23]2)=[CH:10]1)([C:4]([CH3:7])([CH3:6])[CH3:5])([CH3:3])[CH3:2].[CH2:38]([C:40]([CH3:47])([CH2:44][CH2:45][CH3:46])[C:41](Cl)=[O:42])[CH3:39]>>[Si:1]([O:8][C@H:9]1[CH2:18][C@H:17]([O:19][C:41](=[O:42])[C:40]([CH2:38][CH3:39])([CH3:47])[CH2:44][CH2:45][CH3:46])[C@H:16]2[C:11]([CH:12]=[CH:13][C@H:14]([CH3:37])[C@@H:15]2[CH2:20][CH2:21][C@H:22]2[O:27][C:26](=[O:28])[CH2:25][C@H:24]([O:29][Si:30]([C:33]([CH3:36])([CH3:35])[CH3:34])([CH3:31])[CH3:32])[CH2:23]2)=[CH:10]1)([C:4]([CH3:5])([CH3:6])[CH3:7])([CH3:3])[CH3:2]. Procedure: A procedure similar to that described in Example 6, above, was followed, but using 1.0 g (1.8 mmol) of (4R,6R)-6-{2-[(1S,2S,6S,8S,8aR)-1,2,6,7,8,8a-hexahydro-6-t-butyldimethylsilyloxy-8-hydroxy-2-methyl-1-naphthyl]ethyl}tetrahydro-4-t-butyldimethylsilyloxy-2H-pyran-2-one [prepared as described in Example B, above] and 1.18 g (7.3 mmol) of 2-ethyl-2-methylvaleryl chloride, to provide 956 mg of the title compound. Reactants: C1(=CC=CC=C1)C(=NCC(=O)OCC)C1=CC=CC=C1 (ethyl N-(diphenylmethylene)glycinate), BrC=1C=NN(C1)C (4-bromo-1-methyl-1H-pyrazole), P(=O)([O-])([O-])[O-].[K+].[K+].[K+] (tripotassium phosphate). The reagents and catalysts are CC(C)([P](C(C)(C)C)([Pd][P](C(C)(C)C)(C(C)(C)C)C(C)(C)C)C(C)(C)C)C (bis(tri-tert-butylphosphine)palladium(0)). Run in C1(=CC=CC=C1)C (toluene). Conditions: temperature 100 celsius, time 12 hour. Product: C1(=CC=CC=C1)C(C1=CC=CC=C1)=NC(C(=O)OCC)C=1C=NN(C1)C (ethyl [(diphenylmethylene)amino](1-methyl-1H-pyrazol-4-yl)acetate). Isolated yield 10.0%. As a reaction SMILES: [C:1]1([C:7]([C:15]2[CH:20]=[CH:19][CH:18]=[CH:17][CH:16]=2)=[N:8][CH2:9][C:10]([O:12][CH2:13][CH3:14])=[O:11])[CH:6]=[CH:5][CH:4]=[CH:3][CH:2]=1.Br[C:22]1[CH:23]=[N:24][N:25]([CH3:27])[CH:26]=1.P([O-])([O-])([O-])=O.[K+].[K+].[K+]>C1(C)C=CC=CC=1.CC(C)([P](C(C)(C)C)([Pd][P](C(C)(C)C)(C(C)(C)C)C(C)(C)C)C(C)(C)C)C>[C:1]1([C:7](=[N:8][CH:9]([C:22]2[CH:23]=[N:24][N:25]([CH3:27])[CH:26]=2)[C:10]([O:12][CH2:13][CH3:14])=[O:11])[C:15]2[CH:20]=[CH:19][CH:18]=[CH:17][CH:16]=2)[CH:2]=[CH:3][CH:4]=[CH:5][CH:6]=1 |f:2.3.4.5,^1:45,51|. Procedure details: To a solution of 2.54 g of ethyl N-(diphenylmethylene)glycinate in 15 ml of toluene were added 1.52 g of 4-bromo-1-methyl-1H-pyrazole, 522 mg of bis(tri-tert-butylphosphine)palladium(0), and 6 g of tripotassium phosphate, followed by stirring at 100° C. for 12 hours. The reaction mixture was left to be cooled to room temperature and then filtered over Celite, and the filtrate was concentrated under reduced pressure. To the obtained residue was added water, followed by extraction with ethyl aceta... The reactants are FC(C=1C=C(C=C(C1)C(F)(F)F)[C@@H]1[C@@H](N(C(O1)=O)CC1=C(C=CC(=C1)C(F)(F)F)C1=CC(=C(C=C1)F)Cl)C)(F)F ((4S,5R)-5-[3,5-bis(trifluoromethyl)phenyl]-3-{[3′-chloro-4′-fluoro-4-(trifluoromethyl)biphenyl-2-yl]methyl}-4-methyl-1,3-oxazolidin-2-one), C(=O)([O-])[O-].[K+].[K+] (K2CO3), C(=C)(C)B(O)O (isopropenylboronic acid), 1,1-bis(di-t-butylphosphino)ferrocene palladium chloride. The solvent is C1CCOC1 (THF). Run at temperature 100 celsius. The product is FC(C=1C=C(C=C(C1)C(F)(F)F)[C@@H]1[C@@H](N(C(O1)=O)CC1=C(C=CC(=C1)C(F)(F)F)C1=CC(=C(C=C1)F)C(=C)C)C)(F)F ((4S,5R)-5-[3,5-bis(trifluoromethyl)phenyl]-3-{[4′-fluoro-3′-isopropenyl-4-(trifluoromethyl)biphenyl-2-yl]methyl}-4-methyl-1,3-oxazolidin-2-one). As a reaction SMILES: [F:1][C:2]([F:40])([F:39])[C:3]1[CH:4]=[C:5]([C@H:13]2[O:17][C:16](=[O:18])[N:15]([CH2:19][C:20]3[CH:25]=[C:24]([C:26]([F:29])([F:28])[F:27])[CH:23]=[CH:22][C:21]=3[C:30]3[CH:35]=[CH:34][C:33]([F:36])=[C:32](Cl)[CH:31]=3)[C@H:14]2[CH3:38])[CH:6]=[C:7]([C:9]([F:12])([F:11])[F:10])[CH:8]=1.[C:41](B(O)O)([CH3:43])=[CH2:42].C([O-])([O-])=O.[K+].[K+]>C1COCC1>[F:1][C:2]([F:40])([F:39])[C:3]1[CH:4]=[C:5]([C@H:13]2[O:17][C:16](=[O:18])[N:15]([CH2:19][C:20]3[CH:25]=[C:24]([C:26]([F:29])([F:28])[F:27])[CH:23]=[CH:22][C:21]=3[C:30]3[CH:35]=[CH:34][C:33]([F:36])=[C:32]([C:41]([CH3:43])=[CH2:42])[CH:31]=3)[C@H:14]2[CH3:38])[CH:6]=[C:7]([C:9]([F:12])([F:11])[F:10])[CH:8]=1 |f:2.3.4|. Procedure details: In a tube was placed (4S,5R)-5-[3,5-bis(trifluoromethyl)phenyl]-3-{[3′-chloro-4′-fluoro-4-(trifluoromethyl)biphenyl-2-yl]methyl}-4-methyl-1,3-oxazolidin-2-one (Example 146) (30.2 mg, 0.0504 mmol), isopropenylboronic acid (27 mg, 0.31 mmol), 1,1-bis(di-t-butylphosphino)ferrocene palladium chloride (5.5 mg, 8.4×10−3 mmol), THF (350 μL) and 1 M aq. K2CO3 (350 mL). The tube was degassed with nitrogen, sealed, and heated at 100° C. for 5 hours. The reaction was then cooled to room temperature, dilute...